This data is from the Open Reaction Database (ORD), a public repository of structured organic reaction records. The task is: describe an organic reaction: reactants, conditions, products, and yield Reactants: N1=CN=CC=C1 (pyrimidine), R2-substituted 2,4-dichloropyrimidine, N1C(=O)NC(=O)C=C1 (uracil), CCN(C(C)C)C(C)C (Hünig base), C([O-])([O-])=O.[K+].[K+] (potassium carbonate), pyrimidines, pyrimidines, amine, N1=CN=CC=C1 (pyrimidine). Run in C1CCOC1 (THF), C(C)N(CC)CC (triethylamine). Yields the product C(C)(C)NC(=O)[C@H]1[C@H](CCC1)N (cis-(±)-2-amino-cyclopentanecarboxylic acid-isopropylamide). RXN SMILES: [NH:1]1[CH:8]=[CH:7][C:5](=O)NC1=O.CC[N:11](C(C)C)[CH:12]([CH3:14])[CH3:13].[C:18](=[O:21])([O-])[O-].[K+].[K+].N1C=[CH:28][CH:27]=NC=1>C1COCC1.C(N(CC)CC)C>[CH:12]([NH:11][C:18]([C@@H:7]1[CH2:5][CH2:28][CH2:27][C@@H:8]1[NH2:1])=[O:21])([CH3:14])[CH3:13] |f:2.3.4|. Procedure: A correspondingly R2-substituted 2,4-dichloropyrimidine A-1 (commercially obtainable or prepared by chlorination of the corresponding uracil as described for A-1a by way of example) is dissolved in THF (dioxane, DMA, NMP, acetone or DCM) (approx. 2-5 mL/mmol), 1-1.6 eq Hünig base (triethylamine, potassium carbonate or another suitable base) and the reaction mixture is maintained at a controlled temperature (−78° C. for very reactive pyrimidines, RT or elevated temperature for pyrimidines with a ...